This data is from the Open Reaction Database (ORD), a public repository of structured organic reaction records. The task is: describe an organic reaction: reactants, conditions, products, and yield Reactants: hydroxyl, C(\C=C\C(=O)O)(=O)O (fumaric acid), [PH2](=O)O (hypophosphorous acid), [P] (phosphorus), C(COCCOCCO)O (triethyleneglycol), C(C)OP(OCC)OCC (triethylphosphite), C(C)OP(OCC)OCC (triethylphosphite). Yields the product C(C)OP(=O)(OCC)C(C(=O)O)CC(=O)O.C(C)C(=C)OC=COCCO (Ethyl 2-(2-hydroxyethoxy) oxydiethylene alpha-diethylphosphonosuccinate). RXN SMILES: [C:1]([OH:8])(=[O:7])/[CH:2]=[CH:3]/[C:4]([OH:6])=[O:5].[CH2:9]([OH:18])[CH2:10][O:11][CH2:12][CH2:13][O:14][CH2:15][CH2:16]O.[CH2:19]([O:21][P:22]([O:26]CC)[O:23][CH2:24][CH3:25])[CH3:20].[PH2](O)=O.[P]>>[CH2:19]([O:21][P:22]([CH:3]([CH2:2][C:1]([OH:8])=[O:7])[C:4]([OH:6])=[O:5])([O:23][CH2:24][CH3:25])=[O:26])[CH3:20].[CH2:1]([C:15]([O:14][CH:13]=[CH:12][O:11][CH2:10][CH2:9][OH:18])=[CH2:16])[CH3:2] |f:5.6|. Procedure: The procedure according to Example 1 was repeated using similar apparatus and under essentially similar conditions allowing for the differences in quantities of materials employed. In this example, for the materials of the previous Example 1, 4.0 mols of fumaric acid, 4.0 mols of triethyleneglycol, 4.0 mols of triethylphosphite and 0.5% of hypophosphorous acid were employed. The product of the reaction had an acid value of about 5, a hydroxyl value of about 34, triethylphosphite less than 0.1% a... Starting materials: C(C(C)(C)C)(=O)OC[C@H](C=1C(=C2C=CC(=NC2=CC1C)N1CCOCC1)C1=CC=C(C=C1)Cl)OC(C)(C)C ((S)-2-tert-butoxy-2-(5-(4-chlorophenyl)-7-methyl-2-morpholinoquinolin-6-yl)ethyl pivalate), C(C(C)(C)C)(=O)OC[C@H](C=1C(=C2C=CC(=NC2=CC1C)NN)C1=CC=C(C=C1)Cl)OC(C)(C)C ((S)-2-tert-butoxy-2-(5-(4-chlorophenyl)-2-hydrazinyl-7-methylquinolin-6-yl)ethyl pivalate). Product: C(C)(C)(C)O[C@H](CO)C=1C(=C2C=CC(=NC2=CC1C)NN)C1=CC=C(C=C1)Cl ((S)-2-tert-butoxy-2-(5-(4-chlorophenyl)-2-hydrazinyl-7-methylquinolin-6-yl)ethanol). Reaction SMILES: C(OC[C@@H](OC(C)(C)C)C1C(C2C=CC(Cl)=CC=2)=C2C(=CC=1C)N=C(N1CCOCC1)C=C2)(=O)C(C)(C)C.C([O:45][CH2:46][C@@H:47]([O:68][C:69]([CH3:72])([CH3:71])[CH3:70])[C:48]1[C:49]([C:61]2[CH:66]=[CH:65][C:64]([Cl:67])=[CH:63][CH:62]=2)=[C:50]2[C:55](=[CH:56][C:57]=1[CH3:58])[N:54]=[C:53]([NH:59][NH2:60])[CH:52]=[CH:51]2)(=O)C(C)(C)C>>[C:69]([O:68][C@@H:47]([C:48]1[C:49]([C:61]2[CH:66]=[CH:65][C:64]([Cl:67])=[CH:63][CH:62]=2)=[C:50]2[C:55](=[CH:56][C:57]=1[CH3:58])[N:54]=[C:53]([NH:59][NH2:60])[CH:52]=[CH:51]2)[CH2:46][OH:45])([CH3:72])([CH3:70])[CH3:71]. Reported procedure: (S)-2-tert-butoxy-2-(5-(4-chlorophenyl)-2-hydrazinyl-7-methylquinolin-6-yl)ethanol was prepared in a similar manner as compound ((S)-2-tert-butoxy-2-(5-(4-chlorophenyl)-7-methyl-2-morpholinoquinolin-6-yl)ethanol of Example 29 except using (S)-2-tert-butoxy-2-(5-(4-chlorophenyl)-2-hydrazinyl-7-methylquinolin-6-yl)ethyl pivalate instead of (S)-2-tert-butoxy-2-(5-(4-chlorophenyl)-7-methyl-2-morpholinoquinolin-6-yl)ethyl pivalate. LCMS-ESI+ (m/z): [M+H]+ calcd for C22H27ClN3O2: 400.2. Found: 400.2.